The task is: describe an organic reaction: reactants, conditions, products, and yield. This data is from the Open Reaction Database (ORD), a public repository of structured organic reaction records. Reactants: [N+](=O)([O-])C1=C(C=CC=C1)C=1C=C2C=C(C(=CC2=CC1)OC)OC (6-(2-Nitrophenyl)-2,3-dimethoxynaphthalene). Reagents/catalysts: [Pd] (palladium). Run in C(C)(=O)OCC (ethyl acetate). The product is NC1=C(C=CC=C1)C=1C=C2C=C(C(=CC2=CC1)OC)OC (6-(2-Aminophenyl)-2,3-dimethoxynaphthalene). Yield: 93.4%. Reaction SMILES: [N+:1]([C:4]1[CH:9]=[CH:8][CH:7]=[CH:6][C:5]=1[C:10]1[CH:11]=[C:12]2[C:17](=[CH:18][CH:19]=1)[CH:16]=[C:15]([O:20][CH3:21])[C:14]([O:22][CH3:23])=[CH:13]2)([O-])=O>C(OCC)(=O)C.[Pd]>[NH2:1][C:4]1[CH:9]=[CH:8][CH:7]=[CH:6][C:5]=1[C:10]1[CH:11]=[C:12]2[C:17](=[CH:18][CH:19]=1)[CH:16]=[C:15]([O:20][CH3:21])[C:14]([O:22][CH3:23])=[CH:13]2. Procedure: 6-(2-Nitrophenyl)-2,3-dimethoxynaphthalene (70 mg, 0.23 mmol) was hydrogenated overnight in ethyl acetate (45 mL) at 40-45 lb./sq. in. under catalysis of palladium (10 wt % on activated carbon, 20 mg). The solution was passeded through a celite bed and the catalyst was washed with ethyl acetate (3×10 mL). Concentration in vacuo gave compound 5 (60 mg) in 99% yield; 1H NMR (CDCl3) d 4.02(3H, s), 4.04(3H, s), 6.82(1H, d, J=8.0), 6.85˜6.93 (1H, m), 7.16(1H, s), 7.18(1H, s), 7.20˜7.26(2H m), 7.47(1H... Reactants: CCOC(=O)CCCOc1ccccc1C(=O)OCC, CCO, Cc1ccccc1, Cl, [H-], [Na+]. Yields the product CCOC(=O)C1CCOc2ccccc2C1=O. Reaction SMILES: [CH2:1]([O:2][C:4](=[O:5])[c:6]1[c:7]([O:12][CH2:13][CH2:14][CH2:15][C:16](=[O:17])[O:18][CH2:19][CH3:20])[cH:8][cH:9][cH:10][cH:11]1)[CH3:3].[CH3:23][CH2:24][OH:25].[CH3:27][c:28]1[cH:29][cH:30][cH:31][cH:32][cH:33]1.[ClH:26].[H-:21].[Na+:22]>>[C:4]1(=[O:5])[c:6]2[c:7]([cH:8][cH:9][cH:10][cH:11]2)[O:12][CH2:13][CH2:14][CH:15]1[C:16](=[O:17])[O:18][CH2:19][CH3:20]. The reactants are CI, CC(=O)O, Cc1ccccc1, CS(C)=O, COC(=O)NC(NCCN(C(C)C)C(C)C)c1cnc(C)cc1C, [H-], [Na+], O. Product: COC(=O)N(C)C(NCCN(C(C)C)C(C)C)c1cnc(C)cc1C. Reaction SMILES: [CH3:27][I:28].[CH3:29][C:30](=[O:31])[OH:32].[CH3:33][c:34]1[cH:35][cH:36][cH:37][cH:38][cH:39]1.[CH3:40][S:41](=[O:42])[CH3:43].[CH:3]([CH3:4])([CH3:5])[N:6]([CH2:7][CH2:8][NH:9][CH:10]([NH:11][C:12]([O:13][CH3:14])=[O:15])[c:16]1[cH:17][n:18][c:19]([CH3:23])[cH:20][c:21]1[CH3:22])[CH:24]([CH3:25])[CH3:26].[H-:1].[Na+:2].[OH2:44]>>[CH:3]([CH3:4])([CH3:5])[N:6]([CH2:7][CH2:8][NH:9][CH:10]([N:11]([C:12]([O:13][CH3:14])=[O:15])[CH3:29])[c:16]1[cH:17][n:18][c:19]([CH3:23])[cH:20][c:21]1[CH3:22])[CH:24]([CH3:25])[CH3:26]. Reactants: CN1N=C(C=C1)C1=NN(C2=C1C=NC(=C2)NC(=O)N[C@H](C)C2=CC=CC=C2)C(C2=CC=CC=C2)(C2=CC=CC=C2)C2=CC=CC=C2 ((R)-1-(3-(1-methyl-1H-pyrazol-3-yl)-1-trityl-1H-pyrazolo[4,3-c]pyridin-6-yl)-3-(1-phenylethyl)urea), C(=O)(C(F)(F)F)O (TFA), C(C)[SiH](CC)CC (triethylsilane). Run in C(Cl)Cl (DCM). Run at time 5.5 hour. Yield: 55.0%. Reaction SMILES: [CH3:1][N:2]1[CH:6]=[CH:5][C:4]([C:7]2[C:11]3[CH:12]=[N:13][C:14]([NH:16][C:17]([NH:19][C@@H:20]([C:22]4[CH:27]=[CH:26][CH:25]=[CH:24][CH:23]=4)[CH3:21])=[O:18])=[CH:15][C:10]=3[N:9](C(C3C=CC=CC=3)(C3C=CC=CC=3)C3C=CC=CC=3)[N:8]=2)=[N:3]1.C(O)(C(F)(F)F)=O.C([SiH](CC)CC)C>C(Cl)Cl>[CH3:1][N:2]1[CH:6]=[CH:5][C:4]([C:7]2[C:11]3[CH:12]=[N:13][C:14]([NH:16][C:17]([NH:19][C@@H:20]([C:22]4[CH:27]=[CH:26][CH:25]=[CH:24][CH:23]=4)[CH3:21])=[O:18])=[CH:15][C:10]=3[NH:9][N:8]=2)=[N:3]1. The product is CN1N=C(C=C1)C1=NNC2=C1C=NC(=C2)NC(=O)N[C@H](C)C2=CC=CC=C2 ((R)-1-(3-(1-methyl-1H-pyrazol-3-yl)-1H-pyrazolo[4,3-c]pyridin-6-yl)-3-(1-phenylethyl)urea). Procedure: A solution of crude (R)-1-(3-(1-methyl-1H-pyrazol-3-yl)-1-trityl-1H-pyrazolo[4,3-c]pyridin-6-yl)-3-(1-phenylethyl)urea (36 mg, 0.060 mmol) in DCM (1 mL) was treated with TFA (0.2 mL) and triethylsilane (0.02 mL, 0.125 mmol). The mixture was stirred at room temperature for 5.5 h, evaporated in vacuo and purified on reversed phase HPLC to afford (R)-1-(3-(1-methyl-1H-pyrazol-3-yl)-1H-pyrazolo[4,3-c]pyridin-6-yl)-3-(1-phenylethyl)urea (15.7 mg, 0.033 mmol, 55%) as a white solid. MS ESI calcd. For C... Starting materials: COC(=O)C1N(C(CNC1)=O)CC1=CC(=C(C=C1)C#N)N=C(C1=CC=CC=C1)C1=CC=CC=C1 ((±)-1-[3-(benzhydrylidene-amino)-4-cyano-benzyl]-6-oxo-piperazine-2-carboxylic acid methyl ester), C(=O)([O-])[O-].[K+].[K+] (K2CO3), C(C)(C)(C)OC(=O)N1C(=CC2=CC(=CC=C12)Cl)CBr (2-bromomethyl-5-chloro-indole-1-carboxylic acid tert-butyl ester). Run in CC#N (CH3CN), CC#N (CH3CN), C(C)OCC.O (diethyl ether water). Yields the product C(C)(C)(C)OC(=O)N1C(=CC2=CC(=CC=C12)Cl)CN1CC(N(C(C1)=O)CC1=CC(=C(C=C1)C#N)N=C(C1=CC=CC=C1)C1=CC=CC=C1)C(=O)OC ((±)-2-{4-[3-(Benzhydrylidene-amino)-4-cyano-benzyl]-3-methoxycarbonyl-5-oxo-piperazin-1-ylmethyl}-5-chloro-indole-1-carboxylic acid tert-butyl ester). Isolated yield 55.2%. RXN SMILES: [CH3:1][O:2][C:3]([CH:5]1[CH2:10][NH:9][CH2:8][C:7](=[O:11])[N:6]1[CH2:12][C:13]1[CH:18]=[CH:17][C:16]([C:19]#[N:20])=[C:15]([N:21]=[C:22]([C:29]2[CH:34]=[CH:33][CH:32]=[CH:31][CH:30]=2)[C:23]2[CH:28]=[CH:27][CH:26]=[CH:25][CH:24]=2)[CH:14]=1)=[O:4].C([O-])([O-])=O.[K+].[K+].[C:41]([O:45][C:46]([N:48]1[C:56]2[C:51](=[CH:52][C:53]([Cl:57])=[CH:54][CH:55]=2)[CH:50]=[C:49]1[CH2:58]Br)=[O:47])([CH3:44])([CH3:43])[CH3:42]>CC#N.C(OCC)C.O>[C:41]([O:45][C:46]([N:48]1[C:56]2[C:51](=[CH:52][C:53]([Cl:57])=[CH:54][CH:55]=2)[CH:50]=[C:49]1[CH2:58][N:9]1[CH2:8][C:7](=[O:11])[N:6]([CH2:12][C:13]2[CH:18]=[CH:17][C:16]([C:19]#[N:20])=[C:15]([N:21]=[C:22]([C:23]3[CH:24]=[CH:25][CH:26]=[CH:27][CH:28]=3)[C:29]3[CH:34]=[CH:33][CH:32]=[CH:31][CH:30]=3)[CH:14]=2)[CH:5]([C:3]([O:2][CH3:1])=[O:4])[CH2:10]1)=[O:47])([CH3:44])([CH3:43])[CH3:42] |f:1.2.3,6.7|. Procedure details: To a mixture of (±)-1-[3-(benzhydrylidene-amino)-4-cyano-benzyl]-6-oxo-piperazine-2-carboxylic acid methyl ester (630 mg, 1.39 mmol) and K2CO3 (380 mg, 2.78 mmol) in anhydrous CH3CN (5 mL) at 0° C. is added 2-bromomethyl-5-chloro-indole-1-carboxylic acid tert-butyl ester (720 mg, 2.09 mmol), EXAMPLE 21, in CH3CN (4 mL). The reaction mixture is allowed to warm to ambient temperature then maintained for 16 hours. The reaction mixture is diluted with diethyl ether/water and the layers are separated... Reactants: BrC1=CC(=C(C=O)C=C1)F (4-bromo-2-fluorobenzaldehyde), C(C)(C)(C)N (tert-butyl amine). Solvent: C(Cl)Cl (CH2Cl2). Reaction conditions: time 18 hour. The product is BrC1=CC(=C(C=NC(C)(C)C)C=C1)F ((4-Bromo-2-fluoro-benzylidene)-tert-butyl-amine). Isolated yield 81.6%. Reaction SMILES: [Br:1][C:2]1[CH:9]=[CH:8][C:5]([CH:6]=O)=[C:4]([F:10])[CH:3]=1.[C:11]([NH2:15])([CH3:14])([CH3:13])[CH3:12]>C(Cl)Cl>[Br:1][C:2]1[CH:9]=[CH:8][C:5]([CH:6]=[N:15][C:11]([CH3:14])([CH3:13])[CH3:12])=[C:4]([F:10])[CH:3]=1. Procedure: A mixture of 4-bromo-2-fluorobenzaldehyde (10 g, 47 mmol), tert-butyl amine (6.1 mL, 57 mmol) and 4 Å powder molecular sieves (8.0 g) in 160 mL CH2Cl2 (160 mL) was stirred at rt for 18 h. The reaction mixture was filtered through a pad of celite and concentrated to give the title compound (9.9 g, 78%). MS (ESI): mass calcd. for C11H13BrFNO, 258.1; m/z found, 260.0 [M+H]+. 1H NMR (CDCl3): 10.32 (s, 1H), 8.48 (s, 1H), 7.89 (t, J=8.1 Hz, 1H), 7.50-7.20 (m, 1H), 1.49-1.08 (m, 9H).